From a dataset of the Open Reaction Database (ORD), a public repository of structured organic reaction records. describe an organic reaction: reactants, conditions, products, and yield Reported procedure: The title compound was prepared by a similar process to that described for Intermediate 17 but using 6-[4-(3-bromophenyl)-1-methyl-1H-imidazol-5-yl]-4-(methylthio)thieno[2,3-d]pyrimidine (Intermediate 58) in place of 6-(1-methyl-4-phenyl-1H-imidazol-5-yl)-4-(methylthio)thieno[2,3-d]pyrimidine (example 7). Pale yellow foam (740 mg, 82%); The product is BrC=1C=C(C=CC1)C=1N=CN(C1C1=CC2=C(N=CN=C2S(=O)(=O)C)S1)C (6-[4-(3-Bromophenyl)-1-methyl-1H-imidazol-5-yl]-4-(methylsulfonyl)thieno[2,3-d]pyrimidine). Starting materials: CN1C=NC(=C1C1=CC2=C(N=CN=C2S(=O)(=O)C)S1)C1=CC=CC=C1 (6-(1-Methyl-4-phenyl-1H-imidazol-5-yl)-4-(methylsulfonyl)thieno[2,3-d]pyrimidine), foam, BrC=1C=C(C=CC1)C=1N=CN(C1C1=CC2=C(N=CN=C2SC)S1)C (6-[4-(3-bromophenyl)-1-methyl-1H-imidazol-5-yl]-4-(methylthio)thieno[2,3-d]pyrimidine), BrC=1C=C(C=CC1)C=1N=CN(C1C1=CC2=C(N=CN=C2SC)S1)C (6-[4-(3-bromophenyl)-1-methyl-1H-imidazol-5-yl]-4-(methylthio)thieno[2,3-d]pyrimidine). As a reaction SMILES: [CH3:1][N:2]1[C:6]([C:7]2[S:19][C:10]3[N:11]=[CH:12][N:13]=[C:14]([S:15]([CH3:18])(=[O:17])=[O:16])[C:9]=3[CH:8]=2)=[C:5]([C:20]2[CH:25]=[CH:24][CH:23]=[CH:22][CH:21]=2)[N:4]=[CH:3]1.[Br:26]C1C=C(C2N=CN(C)C=2C2SC3N=CN=C(SC)C=3C=2)C=CC=1>>[Br:26][C:22]1[CH:21]=[C:20]([C:5]2[N:4]=[CH:3][N:2]([CH3:1])[C:6]=2[C:7]2[S:19][C:10]3[N:11]=[CH:12][N:13]=[C:14]([S:15]([CH3:18])(=[O:17])=[O:16])[C:9]=3[CH:8]=2)[CH:25]=[CH:24][CH:23]=1. Reactants: NC1=NOC(=N1)C(C)C1=CC(=CC=C1)C(C1=CC=CC=C1)=O (3-amino-5-(1-(3-benzoylphenyl)ethyl)-1,2,4-oxadiazole), C(OCC)(OCC)OCC (triethyl orthoformate). The product is CNC1=NOC(=N1)C(C)C1=CC(=CC=C1)C(C1=CC=CC=C1)O (3-methylamino-5-(1-(3-(α-hydroxybenzyl)phenyl)ethyl)-1,2,4-oxadiazole). Isolated yield 48.0%. Reaction SMILES: [NH2:1][C:2]1[N:6]=[C:5]([CH:7]([C:9]2[CH:14]=[CH:13][CH:12]=[C:11]([C:15](=[O:22])[C:16]3[CH:21]=[CH:20][CH:19]=[CH:18][CH:17]=3)[CH:10]=2)[CH3:8])[O:4][N:3]=1.[CH:23](OCC)(OCC)OCC>>[CH3:23][NH:1][C:2]1[N:6]=[C:5]([CH:7]([C:9]2[CH:14]=[CH:13][CH:12]=[C:11]([CH:15]([OH:22])[C:16]3[CH:21]=[CH:20][CH:19]=[CH:18][CH:17]=3)[CH:10]=2)[CH3:8])[O:4][N:3]=1. Procedure: To triethyl orthoformate (10 ml) was added 3-amino-5-(1-(3-benzoylphenyl)ethyl)-1,2,4-oxadiazole (0.30 g, 1.02 mmol). After reflux for 4.5 h, the mixture was evaporated under reduced pressure to a residue, which was extracted with dichloromethane after saturated NaHCO3 aq. was added. The extracts were washed with water, evaporated under reduced pressure to a residue, which was chromatographed to afford 3-methylamino-5-(1-(3-(α-hydroxybenzyl)phenyl)ethyl)-1,2,4-oxadiazole (0.15 g, 48% yield) as o... Starting materials: FC1=C(C=CC(=C1)F)CC1=CN=C2C(=C(C(NC2=C1)=O)C(=O)OCC)O (ethyl 7-[(2,4-difluorophenyl)methyl]-4-hydroxy-2-oxo-1,2-dihydro-1,5-naphthyridine-3-carboxylate), NCCCN1CCOCC1 (4-(3-aminopropyl)morpholine). Yields the product FC1=C(C=CC(=C1)F)CC1=CN=C2C(=C(C(NC2=C1)=O)C(=O)NCCCN1CCOCC1)O (7-[(2,4-Difluorophenyl)methyl]-4-hydroxy-N-[3-(4-morpholinyl)propyl]-2-oxo-1,2-dihydro-1,5-naphthyridine-3-carboxamide). RXN SMILES: [F:1][C:2]1[CH:7]=[C:6]([F:8])[CH:5]=[CH:4][C:3]=1[CH2:9][C:10]1[CH:19]=[C:18]2[C:13]([C:14]([OH:26])=[C:15]([C:21](OCC)=[O:22])[C:16](=[O:20])[NH:17]2)=[N:12][CH:11]=1.[NH2:27][CH2:28][CH2:29][CH2:30][N:31]1[CH2:36][CH2:35][O:34][CH2:33][CH2:32]1>>[F:1][C:2]1[CH:7]=[C:6]([F:8])[CH:5]=[CH:4][C:3]=1[CH2:9][C:10]1[CH:19]=[C:18]2[C:13]([C:14]([OH:26])=[C:15]([C:21]([NH:27][CH2:28][CH2:29][CH2:30][N:31]3[CH2:36][CH2:35][O:34][CH2:33][CH2:32]3)=[O:22])[C:16](=[O:20])[NH:17]2)=[N:12][CH:11]=1. Reported procedure: This compound was prepared from ethyl 7-[(2,4-difluorophenyl)methyl]-4-hydroxy-2-oxo-1,2-dihydro-1,5-naphthyridine-3-carboxylate and 4-(3-aminopropyl)morpholine employing methods similar to those described in Example 2 and was obtained as a white solid: 1H NMR (d6-DMSO) tautomers are observed δ 11.75 (1H, br s), 10.7 (1H, br s), 10.20 (1H, br s), 8.17 (0.45H, s), 8.15 (0.55H, s), 7.45-7.21 (3H, m), 7.10-7.04 (1H, m), 4.02 (2H, s), 3.56-3.51 (4H, m), 3.31-3.24 (2H, m), 2.48-2.32 (6H, m), 1.65-1.6... Reactants: COC(=O)C=Cc1cncc(Br)c1, CS(C)=O, CCOC(C)=O, C[S+](C)(C)=O, [H-], [I-], [Na+], O. The product is COC(=O)C1CC1c1cncc(Br)c1. As a reaction SMILES: [Br:9][c:10]1[cH:11][c:12]([CH:16]=[CH:17][C:18](=[O:19])[O:20][CH3:21])[cH:13][n:14][cH:15]1.[CH3:23][S:24]([CH3:25])=[O:26].[CH3:27][CH2:28][O:29][C:30]([CH3:31])=[O:32].[CH3:4][S+:5]([CH3:6])([CH3:7])=[O:8].[H-:1].[I-:3].[Na+:2].[OH2:22]>>[CH2:4]1[CH:16]([c:12]2[cH:11][c:10]([Br:9])[cH:15][n:14][cH:13]2)[CH:17]1[C:18](=[O:19])[O:20][CH3:21].